Dataset: the Open Reaction Database (ORD), a public repository of structured organic reaction records. Task: describe an organic reaction: reactants, conditions, products, and yield The reactants are ClCC(=O)N1[C@H](C(=O)N)CC[C@@H]1C#C ((5R)-1-(chloroacetyl)-5-ethynyl-L-prolinamide), N1C=NC=C1 (imidazole), O=P(Cl)(Cl)Cl (POCl3). Run in N1=CC=CC=C1 (pyridine). Run at time 1 hour. The product is ClCC(=O)N1[C@@H](CC[C@@H]1C#C)C#N ((2S,5R)-1-(chloroacetyl)-5-ethynylpyrrolidine-2-carbonitrile). Reaction SMILES: [Cl:1][CH2:2][C:3]([N:5]1[C@@H:12]([C:13]#[CH:14])[CH2:11][CH2:10][C@H:6]1[C:7]([NH2:9])=O)=[O:4].N1C=CN=C1.O=P(Cl)(Cl)Cl>N1C=CC=CC=1>[Cl:1][CH2:2][C:3]([N:5]1[C@@H:12]([C:13]#[CH:14])[CH2:11][CH2:10][C@H:6]1[C:7]#[N:9])=[O:4]. Reported procedure: To a stirred solution of (5R)-1-(chloroacetyl)-5-ethynyl-L-prolinamide (0.16 g, 0.745 mmol) and imidazole (0.05 g, 0.745 mmol) in dry pyridine (4 mL) at −35° C. under nitrogen was added POCl3 (0.15 mL, 1.49 mmol) dropwise. The reaction mixture was stirred between −35° C. to −15° C. for 1 hour and evaporated. The residue was diluted with dichloromethane and washed with H2O (2×), dried (Na2SO4), filtered and concentrated under reduced pressure. Purification by flash chromatography (10% ethyl aceta... The reactants are CO (methanol), ClCCl (dichloromethane), COC1=NC=2C(=NC(=CC2C)C)N1CC1=CC=C(C=C1)C1=C(C=CC=C1)C1=NN=NN1 (2-methoxy-methyl-7-methyl-3[(2'-(1H-tetrazol-5-yl)-biphenyl-4-yl) methyl)-3H-imidazo[4.5-b]pyridine), ClCCl (dichloromethane), B(Br)(Br)Br (boron tribromide). Conditions: time 12 hour. Product: OCC1=NC=2C(=NC=CC2C)N1CC1=CC=C(C=C1)C1=C(C=CC=C1)C1=NN=NN1 (2-hydroxymethyl-7-methyl-3[(2'-(1H-tetrazol-5-yl)biphenyl-4-yl)-methyl]-3H-imidazo[4.5-b]pyridine). As a reaction SMILES: ClCCl.CO[C:6]1[N:16]([CH2:17][C:18]2[CH:23]=[CH:22][C:21]([C:24]3[CH:29]=[CH:28][CH:27]=[CH:26][C:25]=3[C:30]3[NH:34][N:33]=[N:32][N:31]=3)=[CH:20][CH:19]=2)[C:9]2=[N:10][C:11](C)=[CH:12][C:13]([CH3:14])=[C:8]2[N:7]=1.B(Br)(Br)Br.[CH3:39][OH:40]>>[OH:40][CH2:39][C:6]1[N:16]([CH2:17][C:18]2[CH:23]=[CH:22][C:21]([C:24]3[CH:29]=[CH:28][CH:27]=[CH:26][C:25]=3[C:30]3[NH:34][N:33]=[N:32][N:31]=3)=[CH:20][CH:19]=2)[C:9]2=[N:10][CH:11]=[CH:12][C:13]([CH3:14])=[C:8]2[N:7]=1. Reported procedure: 30 ml of a dichloromethane solution of 410 mg (1 mmol) of 2-methoxy-methyl-7-methyl-3[(2'-(1H-tetrazol-5-yl)-biphenyl-4-yl) methyl)-3H-imidazo[4.5-b]pyridine was stirred, cooled with ice. During this step, 10 ml (10 mmol) of dichloromethane solution of 1M boron tribromide was added little by little thereto dropwise. The mixture was further agitated at a room temperature for 12 hours. The reaction product mixture was cooled, while stirred. During this step, methanol was added little by little. Th...